This data is from the Open Reaction Database (ORD), a public repository of structured organic reaction records. The task is: describe an organic reaction: reactants, conditions, products, and yield Starting materials: CCO, Cc1ccc2c(Cl)ccnc2n1, CC(=O)Nc1ccc(Sc2ccc(OCc3ccccc3)cc2N)cc1. Yields the product CC(=O)Nc1ccc(Sc2ccc(OCc3ccccc3)cc2Nc2ccnc3nc(C)ccc23)cc1. RXN SMILES: [CH3:39][CH2:40][OH:41].[Cl:1][c:2]1[c:3]2[cH:4][cH:5][c:6]([CH3:12])[n:7][c:8]2[n:9][cH:10][cH:11]1.[NH2:13][c:14]1[c:15]([S:28][c:29]2[cH:30][cH:31][c:32]([NH:35][C:36]([CH3:37])=[O:38])[cH:33][cH:34]2)[cH:16][cH:17][c:18]([O:20][CH2:21][c:22]2[cH:23][cH:24][cH:25][cH:26][cH:27]2)[cH:19]1>>[c:2]1([NH:13][c:14]2[c:15]([S:28][c:29]3[cH:30][cH:31][c:32]([NH:35][C:36]([CH3:37])=[O:38])[cH:33][cH:34]3)[cH:16][cH:17][c:18]([O:20][CH2:21][c:22]3[cH:23][cH:24][cH:25][cH:26][cH:27]3)[cH:19]2)[c:3]2[cH:4][cH:5][c:6]([CH3:12])[n:7][c:8]2[n:9][cH:10][cH:11]1. Starting materials: CCOC(=O)c1c[nH]c2c1-c1nn(C)cc1CCC2, CCOCC, [Cl-], ClCCl, Nc1ccccc1F, [NH4+], O. Yields the product Cn1cc2c(n1)-c1c(C(=O)Nc3ccccc3F)c[nH]c1CCC2. Reaction SMILES: [CH2:9]([O:11][C:12](=[O:10])[c:14]1[cH:15][nH:16][c:17]2[c:23]1-[c:22]1[c:21]([cH:26][n:25]([CH3:27])[n:24]1)[CH2:20][CH2:19][CH2:18]2)[CH3:13].[CH3:29][CH2:30][O:31][CH2:32][CH3:33].[Cl-:37].[Cl:34][CH2:35][Cl:36].[NH2:1][c:2]1[cH:3][cH:4][cH:5][cH:6][c:7]1[F:8].[NH4+:38].[OH2:28]>>[NH:1]([c:2]1[cH:3][cH:4][cH:5][cH:6][c:7]1[F:8])[C:12](=[O:11])[c:14]1[cH:15][nH:16][c:17]2[c:23]1-[c:22]1[c:21]([cH:26][n:25]([CH3:27])[n:24]1)[CH2:20][CH2:19][CH2:18]2. Starting materials: ClC=1SC(=C(N1)C)C(=O)OCC (ethyl 2-chloro-4-methylthiazole-5-carboxylate), C1(=CC=CC=C1)S (Thiophenol), O (Water). Solvent: CN(C=O)C (N,N-dimethylformamide), CN(C=O)C (N,N-dimethylformamide). Reaction conditions: time 15 minute. The product is CC=1N=C(SC1C(=O)OCC)SC1=CC=CC=C1 (ethyl 4-methyl-2-phenylsulfanylthiazole-5-carboxylate). RXN SMILES: [C:1]1([SH:7])[CH:6]=[CH:5][CH:4]=[CH:3][CH:2]=1.Cl[C:9]1[S:10][C:11]([C:15]([O:17][CH2:18][CH3:19])=[O:16])=[C:12]([CH3:14])[N:13]=1.O>CN(C)C=O>[CH3:14][C:12]1[N:13]=[C:9]([S:7][C:1]2[CH:6]=[CH:5][CH:4]=[CH:3][CH:2]=2)[S:10][C:11]=1[C:15]([O:17][CH2:18][CH3:19])=[O:16]. Reported procedure: Thiophenol (1.90 ml) was dissolved in N,N-dimethylformamide (10 ml) Sodium hydride (60% oil suspension, 740 mg) was added by portions under ice-cooling, and the mixture was stirred at room temperature for 15 min. Thereafter, a solution of ethyl 2-chloro-4-methylthiazole-5-carboxylate (3.05 g) in N,N-dimethylformamide (10 ml) was added dropwise, and the mixture was stirred at the same temperature for 20 min. Water (50 ml) was added to the reaction mixture, and the mixture was extracted with ethyl... Reactants: C(C)OC(=O)C=1C=NC(=CC1Cl)Cl (4,6-dichloropyridine-3-carboxylic acid ethylester), FC=1C=C(CN)C=C(C1)F (3,5-difluorobenzylamine). Product: C(C)OC(=O)C=1C=NC(=CC1NCC1=CC(=CC(=C1)F)F)Cl (6-chloro-4-[(3,5-difluorobenzyl)amino]pyridine-3-carboxylic acid ethyl ester), powder. The yield is 82.0%. Reaction SMILES: [CH2:1]([O:3][C:4]([C:6]1[CH:7]=[N:8][C:9]([Cl:13])=[CH:10][C:11]=1Cl)=[O:5])[CH3:2].[F:14][C:15]1[CH:16]=[C:17]([CH:20]=[C:21]([F:23])[CH:22]=1)[CH2:18][NH2:19]>>[CH2:1]([O:3][C:4]([C:6]1[CH:7]=[N:8][C:9]([Cl:13])=[CH:10][C:11]=1[NH:19][CH2:18][C:17]1[CH:16]=[C:15]([F:14])[CH:22]=[C:21]([F:23])[CH:20]=1)=[O:5])[CH3:2]. Reported procedure: From 4,6-dichloropyridine-3-carboxylic acid ethylester synthesized according to the method described in US2006/0217417 and 3,5-difluorobenzylamine in a manner similar to Example 1, 6-chloro-4-[(3,5-difluorobenzyl)amino]pyridine-3-carboxylic acid ethyl ester was obtained as a light brown crystalline powder (yield 82%). The reactants are NC1=NC=CC=C1 (2-aminopyridine), COC1=C(C=C(C(=O)O)C=C1)[N+](=O)[O-] (4-methoxy-3-nitrobenzoic acid), S(=O)(Cl)Cl (thionyl chloride), CCN(C(C)C)C(C)C (DIPEA), COC1=C(C=C(C(=O)Cl)C=C1)[N+](=O)[O-] (4-methoxy-3-nitrobenzoyl chloride). The solvent is ClCCl (dichloromethane). The product is COC1=C(C=C(C(=O)NC2=NC=CC=C2)C=C1)[N+](=O)[O-] (4-methoxy-3-nitro-N-(pyridin-2-yl)benzamide). As a reaction SMILES: [CH3:1][O:2][C:3]1[CH:11]=[CH:10][C:6]([C:7]([OH:9])=O)=[CH:5][C:4]=1[N+:12]([O-:14])=[O:13].S(Cl)(Cl)=O.COC1C=CC(C(Cl)=O)=CC=1[N+]([O-])=O.[NH2:33][C:34]1[CH:39]=[CH:38][CH:37]=[CH:36][N:35]=1.CCN(C(C)C)C(C)C>ClCCl>[CH3:1][O:2][C:3]1[CH:11]=[CH:10][C:6]([C:7]([NH:33][C:34]2[CH:39]=[CH:38][CH:37]=[CH:36][N:35]=2)=[O:9])=[CH:5][C:4]=1[N+:12]([O-:14])=[O:13]. Procedure: 4-methoxy-3-nitrobenzoic acid (10.0 g, 0.051 mol), and thionyl chloride (25 g, 0.212 mol), were refluxed together for 24 hours. The reaction mixture was cooled to room temperature and concentrated. The off-white solid was carried onto the next step. Step 2: 4-methoxy-3-nitrobenzoyl chloride (1.08 g, 0.005 mol), 2-aminopyridine (0.94 g, 0.01 mol) and DIPEA (1.8 mL, 0.01 mol) were allowed to stir in dichloromethane (10 mL) for 48 hours to form 4-methoxy-3-nitro-N-(pyridin-2-yl)benzamide. Intermedi... Starting materials: solution, C(CCC)[Li] (n-butyllithium), C(C1=CC=CC=C1)OCCCOCC(=O)OCCCOCC1=CC=CC=C1 (3-benzyloxypropyl 2-[(3-benzyloxypropyl)oxy]acetate), C(C=C)Br (allyl bromide), C(C)(C)NC(C)C (diisopropylamine). The solvent is CCCCCC (hexane), O1CCCC1 (tetrahydrofuran), O1CCCC1 (tetrahydrofuran), CN(P(=O)(N(C)C)N(C)C)C (hexamethyl phosphoramide). Reaction conditions: temperature 0 celsius, time 15 minute. The product is C(C1=CC=CC=C1)OCCCOC(C(=O)OCCCOCC1=CC=CC=C1)CC=C (3-benzyloxypropyl 2-[(3-benzyloxypropyl)oxy]pent-4-enoate). Reaction SMILES: C(N[CH:5]([CH3:7])[CH3:6])(C)C.C([Li])CCC.[CH2:13]([O:20][CH2:21][CH2:22][CH2:23][O:24][CH2:25][C:26]([O:28][CH2:29][CH2:30][CH2:31][O:32][CH2:33][C:34]1[CH:39]=[CH:38][CH:37]=[CH:36][CH:35]=1)=[O:27])[C:14]1[CH:19]=[CH:18][CH:17]=[CH:16][CH:15]=1.C(Br)C=C>O1CCCC1.CCCCCC.CN(C)P(N(C)C)(N(C)C)=O>[CH2:13]([O:20][CH2:21][CH2:22][CH2:23][O:24][CH:25]([CH2:7][CH:5]=[CH2:6])[C:26]([O:28][CH2:29][CH2:30][CH2:31][O:32][CH2:33][C:34]1[CH:35]=[CH:36][CH:37]=[CH:38][CH:39]=1)=[O:27])[C:14]1[CH:15]=[CH:16][CH:17]=[CH:18][CH:19]=1. Reported procedure: A solution of diisopropylamine (0.075 ml, 0.53 mmol) in dry tetrahydrofuran (0.5 ml) is cooled to 0° C. and a 2.5M solution of n-butyllithium in hexane is added (0.19 ml, 0.47 mmol). The solution is stirred at 0° C. for 15 minutes and then cooled down to -78° C. A solution of 3-benzyloxypropyl 2-[(3-benzyloxypropyl)oxy]acetate (0.165 g 0.44 mmol) in tetrahydrofuran (1 ml) is added slowly. The mixture is allowed to stir at -78° for 1 hour and then hexamethyl phosphoramide (0.5 ml) is added, follo... Starting materials: C=O (formalin), ice, N1CCCCC1 (piperidine), O (H2O), CN1CC=2C(=CC=C3C=CNC23)C(C1)C1=CC=CC=C1 (8-methyl-6-phenyl-6,7,8,9-tetrahydro-1H-pyrido[4,3-g]indole). The solvent is C(C)(=O)O (acetic acid). Yields the product N1(CCCCC1)CC1CNC2=C3C(=CC=C12)C(CN(C3)C)C3=CC=CC=C3 (3-(1-Piperidinylmethyl)-6-phenyl-8-methyl-2,3,6,7,8,9-hexahydro-1H-pyrido[4,3-g]indole). Reaction SMILES: [NH:1]1[CH2:6][CH2:5][CH2:4][CH2:3][CH2:2]1.O.[CH2:8]=O.[CH3:10][N:11]1[CH2:23][CH:22]([C:24]2[CH:29]=[CH:28][CH:27]=[CH:26][CH:25]=2)[C:14]2=[CH:15][CH:16]=[C:17]3[C:21]([NH:20][CH:19]=[CH:18]3)=[C:13]2[CH2:12]1>C(O)(=O)C>[N:1]1([CH2:8][CH:18]2[C:17]3[C:21](=[C:13]4[CH2:12][N:11]([CH3:10])[CH2:23][CH:22]([C:24]5[CH:25]=[CH:26][CH:27]=[CH:28][CH:29]=5)[C:14]4=[CH:15][CH:16]=3)[NH:20][CH2:19]2)[CH2:6][CH2:5][CH2:4][CH2:3][CH2:2]1. Reported procedure: An ice-cooled solution of 1.51 ml (0.01524 mol) of piperidine and 1.14 ml of H2O in 4.6 ml of acetic acid is added, together with 1.14 ml (0.014 mol) of formalin, all at once, to 2.0 g (0.00762 mol) of 8-methyl-6-phenyl-6,7,8,9-tetrahydro-1H-pyrido[4,3-g]indole, with stirring and while flushing with nitrogen. The mixture is then rendered alkaline with 2N NaOH and extracted with CH2Cl2. The CH2Cl2 phase is dried over Na2SO4 and the solvent is stripped off on a rotary evaporator. The residue is ch...